Dataset: the Open Reaction Database (ORD), a public repository of structured organic reaction records. Task: describe an organic reaction: reactants, conditions, products, and yield Starting materials: COC1=CC=C(C=C1)N1N=C(C=C1)NC(=O)OC (1-[(4-methoxy)phenyl]-3-[(methoxycarbonyl)amino)-1H-pyrazole), C([O-])(O)=O.[Na+] (sodium bicarbonate), BrCC(=O)OC (methyl bromoacetate), C([O-])(O)=O.[Na+] (sodium bicarbonate), BrCC(=O)OC (methyl bromoacetate). Solvent: CN(C)C=O (DMF), C(C)(=O)OCC (ethyl acetate). Conditions: temperature 85 celsius, time 16 hour. Product: COC1=CC=C(C=C1)N1N=C(C=C1)NCC(=O)OC (1-[(4-Methoxy)phenyl]-3-[(methoxycarbonyl)methylamino]-1H-pyrazole). The yield is 89.7%. As a reaction SMILES: [CH3:1][O:2][C:3]1[CH:8]=[CH:7][C:6]([N:9]2[CH:13]=[CH:12][C:11]([NH:14][C:15](OC)=O)=[N:10]2)=[CH:5][CH:4]=1.C(=O)(O)[O-].[Na+].BrC[C:26]([O:28][CH3:29])=[O:27]>CN(C=O)C.C(OCC)(=O)C>[CH3:1][O:2][C:3]1[CH:4]=[CH:5][C:6]([N:9]2[CH:13]=[CH:12][C:11]([NH:14][CH2:15][C:26]([O:28][CH3:29])=[O:27])=[N:10]2)=[CH:7][CH:8]=1 |f:1.2|. Procedure: To a solution of 1-[(4-methoxy)phenyl]-3-amino-1H-pyrazole-5-[(2′-tert-butylaminosulfonyl-[1,1′]-biphen-4-yl)carboxyamide (1.0 g, 1.92 mmol) in 10 mL of DMF was added sodium bicarbonate (0.24 g, 2.88 mmol) and methyl bromoacetate (0.22 mL, 2.30 mmol) The resulting mixture was stirred at 85° C. for 16 h. The reaction was not complete so additional portions of sodium bicarbonate (0.48 g, 5.76 mmol) and methyl bromoacetate (0.22 mL, 2.30 mmol) were added and the reaction was stirred at 95° C. for 6... Starting materials: B, COCCOCOc1ccc(C#N)cc1Br, Cl, C1CCOC1, C1CCOC1. Yields the product COCCOCOc1ccc(CN)cc1Br. Reaction SMILES: [BH3:6].[Br:7][c:8]1[cH:9][c:10]([C:11]#[N:12])[cH:13][cH:14][c:15]1[O:16][CH2:17][O:18][CH2:19][CH2:20][O:21][CH3:22].[ClH:23].[O:1]1[CH2:2][CH2:3][CH2:4][CH2:5]1.[O:24]1[CH2:25][CH2:26][CH2:27][CH2:28]1>>[Br:7][c:8]1[cH:9][c:10]([CH2:11][NH2:12])[cH:13][cH:14][c:15]1[O:16][CH2:17][O:18][CH2:19][CH2:20][O:21][CH3:22]. Reaction conditions: temperature 50 celsius, time 5 hour. Starting materials: C(C)[C-]1C=CC=C1.C(#C)[C-]1C=CC=C1.[Fe+2] (1-Ethyl-1′-ethynylferrocene), IC1=CC=C(C=C1)I (1,4-diiodobenzene). Yield: 97.4%. Procedure: Following the procedure for preparing 6, samples of 13 (1.0 g, 4.2 mmol), 1,4-diiodobenzene (2.8 g, 8.5 mmol), PdCL2(PPh3)2 (30 mg, 43 μmol) and CuI (5.0 mg, 26 μmol) were reacted in THF (20 mL) and Et3N (20 mL). The reaction mixture was stirred at 50° C. for 5 h and worked up. The resulting residue was purified by column chromatography (silica, petroleum ether) to afford 1.8 g (95%) of a red-brown solid. mp 55–57° C.; 1H NMR δ 1.17 (t, J=7.5 Hz, 3H), 2.35 (q, J=7.5 Hz, 2H), 4.10 (s, 4H), 4.18 (... The solvent is CCN(CC)CC (Et3N), C1CCOC1 (THF). Product: C(C)[C-]1C=CC=C1.IC1=CC=C(C=C1)C#C[C-]1C=CC=C1.[Fe+2] (1-Ethyl-1′-[2-(4-iodophenyl)ethynyl]ferrocene). Reagents/catalysts: C1=CC=C(C=C1)P(C2=CC=CC=C2)C3=CC=CC=C3.C1=CC=C(C=C1)P(C2=CC=CC=C2)C3=CC=CC=C3.Cl[Pd]Cl (PdCL2(PPh3)2), [Cu]I (CuI). Reaction SMILES: [CH2:1]([C-:3]1[CH:7]=[CH:6][CH:5]=[CH:4]1)[CH3:2].[C:8]([C-:10]1[CH:14]=[CH:13][CH:12]=[CH:11]1)#[CH:9].[Fe+2:15].[I:16][C:17]1[CH:22]=[CH:21][C:20](I)=[CH:19][CH:18]=1>C1COCC1.CCN(CC)CC.C1C=CC(P(C2C=CC=CC=2)C2C=CC=CC=2)=CC=1.C1C=CC(P(C2C=CC=CC=2)C2C=CC=CC=2)=CC=1.Cl[Pd]Cl.[Cu]I>[CH2:1]([C-:3]1[CH:7]=[CH:6][CH:5]=[CH:4]1)[CH3:2].[I:16][C:17]1[CH:22]=[CH:21][C:20]([C:9]#[C:8][C-:10]2[CH:14]=[CH:13][CH:12]=[CH:11]2)=[CH:19][CH:18]=1.[Fe+2:15] |f:0.1.2,6.7.8,10.11.12|. The reactants are C(#N)C1=C(C=CC(=C1)[N+](=O)[O-])C1=CC=CC=C1 (2-Cyano-4-nitrobiphenyl), C(C)(=O)OCC (ethyl acetate). The reagents and catalysts are [Pd] (palladium on carbon). Solvent: C(C)O (ethanol). Conditions: time 30 minute. Yields the product N(C(=O)C)C1=CC(=C(C=C1)C1=CC=CC=C1)C#N (4-Acetamino-2-cyanobiphenyl). As a reaction SMILES: [C:1]([C:3]1[CH:8]=[C:7]([N+:9]([O-])=O)[CH:6]=[CH:5][C:4]=1[C:12]1[CH:17]=[CH:16][CH:15]=[CH:14][CH:13]=1)#[N:2].[C:18](OCC)(=[O:20])[CH3:19]>C(O)C.[Pd]>[NH:9]([C:7]1[CH:6]=[CH:5][C:4]([C:12]2[CH:17]=[CH:16][CH:15]=[CH:14][CH:13]=2)=[C:3]([C:1]#[N:2])[CH:8]=1)[C:18]([CH3:19])=[O:20]. Procedure details: 2-Cyano-4-nitrobiphenyl (0.067 moles, 15.0 g.) was dissolved in 100 ml ethyl acetate/100 mi ethanol and hydrogenated at 40 psi over 3.0 g of 10% palladium on carbon. The catalyst was removed by filtering though celite. The solvents were removed in vacuo. The residue was dissolved in 175 ml of methylene chloride. Acetic anhydride (15 ml) was added. The reaction was stirred at room temperature for 30 minutes and poured over ice. The organic layer was dried, concentrated, and then purified by HPLC ...